From a dataset of the Open Reaction Database (ORD), a public repository of structured organic reaction records. describe an organic reaction: reactants, conditions, products, and yield Starting materials: CC(C)(C)OC(=O)C=Cc1ccc(C=O)cn1, CC(=O)c1ccccc1, CO, [K+], [OH-]. Product: CC(C)(C)OC(=O)C=Cc1ccc(C=CC(=O)c2ccccc2)cn1. RXN SMILES: [C:1]([CH3:2])([CH3:3])([CH3:4])[O:5][C:6]([CH:7]=[CH:8][c:9]1[n:10][cH:11][c:12]([CH:15]=[O:16])[cH:13][cH:14]1)=[O:17].[CH3:18][C:19](=[O:20])[c:21]1[cH:22][cH:23][cH:24][cH:25][cH:26]1.[CH3:29][OH:30].[K+:28].[OH-:27]>>[C:1]([CH3:2])([CH3:3])([CH3:4])[O:5][C:6]([CH:7]=[CH:8][c:9]1[n:10][cH:11][c:12]([CH:15]=[CH:18][C:19](=[O:20])[c:21]2[cH:22][cH:23][cH:24][cH:25][cH:26]2)[cH:13][cH:14]1)=[O:17]. Starting materials: FC(C(=O)O)(F)F (Trifluoroacetic acid), C(C)(C)(C)OC(=O)/C(=C/C1=CC=C2C(=CN(C2=C1)CC1=CC=C(C(=O)OC)C=C1)CCC)/C (methyl E-4-[6-[2-(t-butoxycarbonyl)prop-1-enyl]-3-propylindol-1-ylmethyl]benzoate). The solvent is C(Cl)Cl (methylene chloride). Conditions: time 1.5 hour. The product is C(=O)(O)/C(=C/C1=CC=C2C(=CN(C2=C1)CC1=C(C=C(C(=O)OC)C=C1)OC)CCC)/C (methyl E-4-[6-(2-carboxyprop-1-enyl)-3-propylindol-1-ylmethyl]-3-methoxybenzoate). Yield: 87.0%. Reaction SMILES: FC(F)(F)[C:3](O)=[O:4].C([O:12][C:13](/[C:15](/[CH3:40])=[CH:16]/[C:17]1[CH:25]=[C:24]2[C:20]([C:21]([CH2:37][CH2:38][CH3:39])=[CH:22][N:23]2[CH2:26][C:27]2[CH:36]=[CH:35][C:30]([C:31]([O:33][CH3:34])=[O:32])=[CH:29][CH:28]=2)=[CH:19][CH:18]=1)=[O:14])(C)(C)C>C(Cl)Cl>[C:13](/[C:15](/[CH3:40])=[CH:16]/[C:17]1[CH:25]=[C:24]2[C:20]([C:21]([CH2:37][CH2:38][CH3:39])=[CH:22][N:23]2[CH2:26][C:27]2[CH:28]=[CH:29][C:30]([C:31]([O:33][CH3:34])=[O:32])=[CH:35][C:36]=2[O:4][CH3:3])=[CH:19][CH:18]=1)([OH:12])=[O:14]. Reported procedure: Trifluoroacetic acid (20 ml), pre-cooled to 0°, was added slowly to a stirred solution of methyl E-4-[6-[2-(t-butoxycarbonyl)prop-1-enyl]-3-propylindol-1-ylmethyl]benzoate (1.22 g) in methylene chloride (10 ml) at 0° under an atmosphere of nitrogen. The mixture was stirred at 0° for 1.5 hr, then carefully evaporated at room temperature to give an oil which was crystallized from ether to give methyl E-4-[6-(2-carboxyprop-1-enyl)-3-propylindol-1-ylmethyl]-3-methoxybenzoate (0.94 g, 87%) as a yello... Reactants: BrCCBr (1,2-dibromoethane), C(=O)(OC(C)(C)C)N1CC(C1)I (N-Boc-3-iodoazetidine), C[Si](C)(C)Cl (TMSCl), ClC1=NC=CN=C1Cl (2,3-dichloropyrazine), PdCl2dppf, C(Cl)Cl (CH2Cl2). Reagents/catalysts: [Zn] (zinc), [Cu]I (CuI). Solvent: CC(=O)N(C)C (DMA), CC(=O)N(C)C (DMA), CC(=O)N(C)C (DMA). Conditions: time 25 minute. Yields the product ClC=1C(=NC=CN1)C1CN(C1)C(=O)OC(C)(C)C (tert-butyl 3-(3-chloropyrazin-2-yl)azetidine-1-carboxylate). Isolated yield 34.9%. As a reaction SMILES: BrCCBr.C[Si](Cl)(C)C.[C:10]([N:17]1[CH2:20][CH:19](I)[CH2:18]1)([O:12][C:13]([CH3:16])([CH3:15])[CH3:14])=[O:11].[Cl:22][C:23]1[C:28](Cl)=[N:27][CH:26]=[CH:25][N:24]=1.C(Cl)Cl>CC(N(C)C)=O.[Zn].[Cu]I>[Cl:22][C:23]1[C:28]([CH:19]2[CH2:20][N:17]([C:10]([O:12][C:13]([CH3:16])([CH3:15])[CH3:14])=[O:11])[CH2:18]2)=[N:27][CH:26]=[CH:25][N:24]=1. Procedure details: A 12 L 3-neck round bottom flask fitted with a magnetic stirrer under nitrogen was charged with zinc dust (745 g, pre-activated, 11.4 mol, 2 eq.) and DMA (2 L, anhydrous). 1,2-dibromoethane (71 mL, 0.855 mol, 0.15 eq, Aldrich) was then added over 10 minutes, followed by TMSCl (108 mL, 0.855 mol, 0.15 eq, Acros) over 20 minutes. The reaction mixture was stirred for 25 minutes at room temperature. A solution of N-Boc-3-iodoazetidine (2420 g, 8.55 mol, 1.5 eq, CNH Technologies) in DMA (5 L, anhydro... The reactants are [H-].[H-].[H-].[H-].[Li+].[Al+3] (LAH), solution, N1[C@H]2[C@H](NCC1=O)CCC2 ((4aR,7aR)-octahydro-2H-cyclopenta[b]pyrazin-2-one). The solvent is C1CCOC1 (THF), C1CCOC1 (THF). Run at temperature 65 celsius. Product: N1[C@H]2[C@H](NCC1)CCC2 ((4aR,7aR)-octahydro-1H-cyclopenta[b]pyrazine). As a reaction SMILES: [NH:1]1[C:6](=O)[CH2:5][NH:4][C@@H:3]2[CH2:8][CH2:9][CH2:10][C@@H:2]12.[H-].[H-].[H-].[H-].[Li+].[Al+3]>C1COCC1>[NH:1]1[CH2:6][CH2:5][NH:4][C@@H:3]2[CH2:8][CH2:9][CH2:10][C@@H:2]12 |f:1.2.3.4.5.6|. Procedure details: To a cooled (0° C.) solution of (4aR,7aR)-octahydro-2H-cyclopenta[b]pyrazin-2-one (prepared in analogy to Example 3.120, Steps 1-3) (570 mg, 4.07 mmol) in THF (27 mL) was added dropwise LAH (4.07 mL of a 2.0M solution in THF, 8.14 mmol) over 5 minutes. After the addition was complete, the mixture was capped with a reflux condenser and heated to 65° C. for 14 hours. The resulting mixture was then cooled to room temperature and carefully quenched by the addition of sodium sulfate decahydrate (1.3 ... The reactants are BrC1=NNC2=NC=NC(=C21)O (3-bromo-1H-pyrazolo[3,4-d]pyrimidin-4-ol), O(Cl)Cl (oxychloride), BrC1=NNC2=NC=NC(=C21)O (3-bromo-1H-pyrazolo[3,4-d]pyrimidin-4-ol), CCN(CC)C=1C=CC=CC1 (Diethylaniline). Conditions: temperature 106 celsius. Product: BrC1=NNC2=NC=NC(=C21)Cl (3-bromo-4-chloro-1H-pyrazolo[3,4-d]pyrimidine). Reaction SMILES: [Br:1][C:2]1[C:10]2[C:5](=[N:6][CH:7]=[N:8][C:9]=2O)[NH:4][N:3]=1.CCN(C1C=CC=CC=1)CC.O(Cl)[Cl:24]>>[Br:1][C:2]1[C:10]2[C:5](=[N:6][CH:7]=[N:8][C:9]=2[Cl:24])[NH:4][N:3]=1. Procedure: 3-bromo-1H-pyrazolo[3,4-d]pyrimidin-4-ol (Intermediate A) (15.08 g, 70.5 mmol) was suspended in 189 ml of phosphous oxychloride. Diethylaniline (19 ml, 119.4 mmol) was added and the resulting reaction mixture was heated to 106° C. for 2 hours. After cooling to room temperature, the solvent was removed and the resulting amber syrup was poured to 300 ml of ice-water. 20 minutes later, the aqueous layer was extracted with diethyl ether (500 ml×4). The combined organic layer was washed, dried and ev...